This data is from the Open Reaction Database (ORD), a public repository of structured organic reaction records. The task is: describe an organic reaction: reactants, conditions, products, and yield Starting materials: ClC1=NN2C(C(=CC=C2)C2=CC=C(C=C2)S(=O)(=O)C)=N1 (2-chloro-8-(4-methanesulfonyl-phenyl)-[1,2,4]triazolo[1.5-a]pyridine), N1(CCCC1)CCN1N=CC(=C1)N (1-(2-pyrrolidin-1-yl-ethyl)-1H-pyrazol-4-ylamine), C1(CCCCC1)P(C1(C(=CC=CC1)C1=CC=CC=C1)P(C1CCCCC1)C1CCCCC1)C1CCCCC1 (2,2-bis-dicyclohexylphosphanyl-biphenyl), Cl (hydrogen chloride). The solvent is O1CCOCC1 (dioxane). Product: CS(=O)(=O)C1=CC=C(C=C1)C=1C=2N(C=CC1)N=C(N2)NC=2C=NN(C2)CCN2CCCC2 ([8-(4-Methanesulfonyl-phenyl)-[1,2,4]triazolo[1,5-a]pyridin-2-yl]-(1-(2-pyrrolidin-1-yl-ethyl)-1H-pyrazol-4-yl]-amine), Cl.CS(=O)(=O)C1=CC=C(C=C1)C=1C=2N(C=CC1)N=C(N2)NC=2C=NN(C2)CCN2CCCC2 ([8-(4-Methanesulfonyl-phenyl)-[1,2,4]triazolo[1,5-a]pyridin-2-yl]-(1-(2-pyrrolidin-1-yl-ethyl)-1H-pyrazol-4-yl]-amine hydrochloride), solid. The yield is 30.0%. As a reaction SMILES: [Cl:1][C:2]1[N:20]=[C:5]2[C:6]([C:10]3[CH:15]=[CH:14][C:13]([S:16]([CH3:19])(=[O:18])=[O:17])=[CH:12][CH:11]=3)=[CH:7][CH:8]=[CH:9][N:4]2[N:3]=1.[N:21]1([CH2:26][CH2:27][N:28]2[CH:32]=[C:31]([NH2:33])[CH:30]=[N:29]2)[CH2:25][CH2:24][CH2:23][CH2:22]1.C1(P(C2CCCCC2)C2(P(C3CCCCC3)C3CCCCC3)CC=CC=C2C2C=CC=CC=2)CCCCC1.Cl>O1CCOCC1>[CH3:19][S:16]([C:13]1[CH:14]=[CH:15][C:10]([C:6]2[C:5]3[N:4]([N:3]=[C:2]([NH:33][C:31]4[CH:30]=[N:29][N:28]([CH2:27][CH2:26][N:21]5[CH2:25][CH2:24][CH2:23][CH2:22]5)[CH:32]=4)[N:20]=3)[CH:9]=[CH:8][CH:7]=2)=[CH:11][CH:12]=1)(=[O:18])=[O:17].[ClH:1].[CH3:19][S:16]([C:13]1[CH:14]=[CH:15][C:10]([C:6]2[C:5]3[N:4]([N:3]=[C:2]([NH:33][C:31]4[CH:30]=[N:29][N:28]([CH2:27][CH2:26][N:21]5[CH2:25][CH2:24][CH2:23][CH2:22]5)[CH:32]=4)[N:20]=3)[CH:9]=[CH:8][CH:7]=2)=[CH:11][CH:12]=1)(=[O:18])=[O:17] |f:6.7|. Procedure details: 219 c) [8-(4-Methanesulfonyl-phenyl)-[1,2,4]triazolo[1,5-a]pyridin-2-yl]-(1-(2-pyrrolidin-1-yl-ethyl)-1H-pyrazol-4-yl]-amine was synthesized from 2-chloro-8-(4-methanesulfonyl-phenyl)-[1,2,4]triazolo[1.5-a]pyridine (0.150 g, 0.487 mmol) and 1-(2-pyrrolidin-1-yl-ethyl)-1H-pyrazol-4-ylamine (0.105 g, 0.585 mmol) with 2,2-bis-dicyclohexylphosphanyl-biphenyl (0.048 g, 0.088 mmol) as the ligand in a manner analogous to Example 2d. The isolated pure product was treated with 2N hydrogen chloride in dio... Starting materials: O=C([O-])[O-], [K+], [K+], O=N[O-], COc1cccc2cc(N)cnc12, [Na+], O, O=S(=O)(O)O. The product is COc1cccc2cc(O)cnc12. RXN SMILES: [C:18](=[O:19])([O-:20])[O-:21].[K+:22].[K+:23].[N:14](=[O:15])[O-:16].[NH2:1][c:2]1[cH:3][n:4][c:5]2[c:6]([O:12][CH3:13])[cH:7][cH:8][cH:9][c:10]2[cH:11]1.[Na+:17].[OH2:29].[S:24](=[O:25])(=[O:26])([OH:27])[OH:28]>>[c:2]1([OH:15])[cH:3][n:4][c:5]2[c:6]([O:12][CH3:13])[cH:7][cH:8][cH:9][c:10]2[cH:11]1. The reactants are FC(F)(F)c1ccc(Oc2ccccc2)cc1CBr, C1CCOC1, C[Si](C)(C)[N-][Si](C)(C)C, O=C(Nc1cc[nH]n1)c1c(F)cccc1F, [Li+]. The product is O=C(Nc1ccn(Cc2cc(Oc3ccccc3)ccc2C(F)(F)F)n1)c1c(F)cccc1F. RXN SMILES: [Br:27][CH2:28][c:29]1[c:30]([C:42]([F:43])([F:44])[F:45])[cH:31][cH:32][c:33]([O:35][c:36]2[cH:37][cH:38][cH:39][cH:40][cH:41]2)[cH:34]1.[CH2:46]1[O:47][CH2:48][CH2:49][CH2:50]1.[CH3:17][Si:18]([N-:19][Si:20]([CH3:21])([CH3:22])[CH3:23])([CH3:24])[CH3:25].[F:1][c:2]1[c:3]([C:4](=[O:5])[NH:6][c:7]2[n:8][nH:9][cH:10][cH:11]2)[c:12]([F:16])[cH:13][cH:14][cH:15]1.[Li+:26]>>[F:1][c:2]1[c:3]([C:4](=[O:5])[NH:6][c:7]2[n:8][n:9]([CH2:28][c:29]3[c:30]([C:42]([F:43])([F:44])[F:45])[cH:31][cH:32][c:33]([O:35][c:36]4[cH:37][cH:38][cH:39][cH:40][cH:41]4)[cH:34]3)[cH:10][cH:11]2)[c:12]([F:16])[cH:13][cH:14][cH:15]1. Starting materials: ClC1=CC=C(C=2SC3=CC=CC=C3C(C12)=O)O (1-Chloro-4-hydroxythioxanthone), C([O-])([O-])=O.[K+].[K+] (potassium carbonate), CCCBr (n-Propyl bromide). Solvent: CC(=O)C (acetone). The product is ClC1=CC=C(C=2SC3=CC=CC=C3C(C12)=O)OCCC (1-Chloro-4-n-propoxythioxanthone). The yield is 75.5%. As a reaction SMILES: [Cl:1][C:2]1[C:15]2[C:14](=[O:16])[C:13]3[C:8](=[CH:9][CH:10]=[CH:11][CH:12]=3)[S:7][C:6]=2[C:5]([OH:17])=[CH:4][CH:3]=1.C(=O)([O-])[O-].[K+].[K+].[CH3:24][CH2:25][CH2:26]Br>CC(C)=O>[Cl:1][C:2]1[C:15]2[C:14](=[O:16])[C:13]3[C:8](=[CH:9][CH:10]=[CH:11][CH:12]=3)[S:7][C:6]=2[C:5]([O:17][CH2:24][CH2:25][CH3:26])=[CH:4][CH:3]=1 |f:1.2.3|. Reported procedure: 1-Chloro-4-hydroxythioxanthone (7.8 g; 0.03 mol) prepared as above and potassium carbonate (5.0 g; 0.036 mol) was stirred and refluxed for 10 minutes in acetone (50 ml). n-Propyl bromide (5.5 g; 0.045 mol) was added and the resulting mixture heated under reflux for 16 hours. The mixture was then cooled and quenched on to water (250 ml). The solid was filtered and washed with water the resulting damp solid recrystallised from ethanol (50 ml) to afford the title compound (6.9 g; 75.5%) of mp 102°-... Reactants: CC(CCNC(OC(C)(C)C)=O)(C)C (tert-butyl 3,3-dimethylbutylcarbamate), CI (MeI), [H-].[Na+] (NaH), oil. Run in CN(C)C=O (DMF), ice H2O. Reaction conditions: time 30 minute. The product is CC(CCN(C(OC(C)(C)C)=O)C)(C)C (tert-Butyl 3,3-dimethylbutyl(methyl)carbamate). Isolated yield 77.6%. Reaction SMILES: [CH3:1][C:2]([CH3:14])([CH3:13])[CH2:3][CH2:4][NH:5][C:6](=[O:12])[O:7][C:8]([CH3:11])([CH3:10])[CH3:9].[H-].[Na+].[CH3:17]I>CN(C=O)C>[CH3:1][C:2]([CH3:14])([CH3:13])[CH2:3][CH2:4][N:5]([CH3:17])[C:6](=[O:12])[O:7][C:8]([CH3:11])([CH3:10])[CH3:9] |f:1.2|. Reported procedure: To a solution of tert-butyl 3,3-dimethylbutylcarbamate (1.72 g, 8.56 mmol) in dry DMF (20 mL) was portionwise added 60% NaH in mineral oil (685 mg, 17.12 mmol) under a N2 atmosphere. After 30 min, MeI (2.68 mL, 42.8 mmol) was added dropwise with ice cooling. The mixture was stirred at room temperature for 2 d, poured in ice-H2O and extracted with Et2O (30 mL). The organic layer was dried (Na2SO4) and concentrated to yield the desired product (1.43 g, 63%, 80% purity) as a colourless oil.